This data is from the Open Reaction Database (ORD), a public repository of structured organic reaction records. The task is: describe an organic reaction: reactants, conditions, products, and yield The reactants are C(C1=CC=CC=C1)NC1=NC(=NN2C1=C(C=C2)C2=CC=CC=C2)C=2C=NC=C(C2)C2OC(OC2)(C)C (N-Benzyl-2-(5-(2,2-dimethyl-1,3-dioxolan-4-yl)pyridin-3-yl)-5-phenylpyrrolo[2,1-f][1,2,4]triazin-4-amine). Run at temperature 60 celsius, time 1 hour. The yield is 65.5%. The solvent is C(=O)(C(F)(F)F)O (TFA). Product: C(C1=CC=CC=C1)NC1=NC(=NN2C1=C(C=C2)C2=CC=CC=C2)C=2C=C(C=NC2)C(CO)O (1-(5-(4-(benzylamino)-5-phenylpyrrolo[2,1-f][1,2,4]triazin-2-yl)pyridin-3-yl)ethane-1,2-diol). Reported procedure: N-Benzyl-2-(5-(2,2-dimethyl-1,3-dioxolan-4-yl)pyridin-3-yl)-5-phenylpyrrolo[2,1-f][1,2,4]triazin-4-amine (0.150 g, 0.314 mmol) was dissolved in TFA (10 mL) and stirred for 1 h at 60° C. TFA was removed under reduced pressure and the reaction mixture was diluted with saturated sodium bicarbonate (100 mL) and extracted with ethyl acetate (3×30 mL). The combined organic extracts were dried over sodium sulfate, filtered and evaporated under reduced pressure to a residue which was purified by prepara... Reaction SMILES: [CH2:1]([NH:8][C:9]1[C:14]2=[C:15]([C:18]3[CH:23]=[CH:22][CH:21]=[CH:20][CH:19]=3)[CH:16]=[CH:17][N:13]2[N:12]=[C:11]([C:24]2[CH:25]=[N:26][CH:27]=[C:28]([CH:30]3[CH2:34][O:33]C(C)(C)[O:31]3)[CH:29]=2)[N:10]=1)[C:2]1[CH:7]=[CH:6][CH:5]=[CH:4][CH:3]=1>C(O)(C(F)(F)F)=O>[CH2:1]([NH:8][C:9]1[C:14]2=[C:15]([C:18]3[CH:23]=[CH:22][CH:21]=[CH:20][CH:19]=3)[CH:16]=[CH:17][N:13]2[N:12]=[C:11]([C:24]2[CH:29]=[C:28]([CH:30]([OH:31])[CH2:34][OH:33])[CH:27]=[N:26][CH:25]=2)[N:10]=1)[C:2]1[CH:7]=[CH:6][CH:5]=[CH:4][CH:3]=1. Starting materials: C(C)(C)(C)OC(COC1=C(C=C(C=C1)SC(C)=O)C)=O ((4-acetylsulfanyl-2-methyl-phenoxy)-acetic acid tert-butyl ester), ClCCC#C (4-chloro-but-1-yne). Yields the product C(C)(C)(C)OC(COC1=C(C=C(C=C1)SCCC#C)C)=O ((4-But-3-ynylsulfanyl-2-methyl-phenoxy)-acetic acid tert-butyl ester). Reaction SMILES: [C:1]([O:5][C:6](=[O:20])[CH2:7][O:8][C:9]1[CH:14]=[CH:13][C:12]([S:15][C:16](=O)[CH3:17])=[CH:11][C:10]=1[CH3:19])([CH3:4])([CH3:3])[CH3:2].Cl[CH2:22][CH2:23]C#C>>[C:1]([O:5][C:6](=[O:20])[CH2:7][O:8][C:9]1[CH:14]=[CH:13][C:12]([S:15][CH2:16][CH2:17][C:22]#[CH:23])=[CH:11][C:10]=1[CH3:19])([CH3:4])([CH3:3])[CH3:2]. Procedure: In analogy to the procedure described in example 5A], (4-acetylsulfanyl-2-methyl-phenoxy)-acetic acid tert-butyl ester (example 4A]) and 4-chloro-but-1-yne gave the title compound as orange oil.